Dataset: the Open Reaction Database (ORD), a public repository of structured organic reaction records. Task: describe an organic reaction: reactants, conditions, products, and yield Reactants: O (water), [OH-].[Na+] (sodium hydroxide), OC=1NC2=CC=C(C=C2C1C1=NC=C(C=C1)S(=O)(=O)N1CCN(CC1)C)C#N (2-hydroxy-3-{5-[(4-methylpiperazin-1-yl)sulfonyl]pyridin-2-yl}-1H-indole-5-carbonitrile), O (water), Cl (HCl). Product: OC=1NC2=CC=C(C=C2C1C1=NC=C(C=C1)S(=O)(=O)N1CCN(CC1)C)C(=O)O (2-Hydroxy-3-{5-[(4-methylpiperazin-1-yl)sulfonyl]pyridin-2-yl}-1H-indole-5-carboxylic acid). The yield is 89.0%. Reaction SMILES: [OH:1][C:2]1[NH:3][C:4]2[C:9]([C:10]=1[C:11]1[CH:16]=[CH:15][C:14]([S:17]([N:20]3[CH2:25][CH2:24][N:23]([CH3:26])[CH2:22][CH2:21]3)(=[O:19])=[O:18])=[CH:13][N:12]=1)=[CH:8][C:7]([C:27]#N)=[CH:6][CH:5]=2.[OH-:29].[Na+].Cl.[OH2:32]>>[OH:1][C:2]1[NH:3][C:4]2[C:9]([C:10]=1[C:11]1[CH:16]=[CH:15][C:14]([S:17]([N:20]3[CH2:21][CH2:22][N:23]([CH3:26])[CH2:24][CH2:25]3)(=[O:19])=[O:18])=[CH:13][N:12]=1)=[CH:8][C:7]([C:27]([OH:32])=[O:29])=[CH:6][CH:5]=2 |f:1.2|. Reported procedure: To a mixture of 2-hydroxy-3-{5-[(4-methylpiperazin-1-yl)sulfonyl]pyridin-2-yl}-1H-indole-5-carbonitrile (0.10 g, 0.25 mmol) in water (2 mL) was added 1 M aqueous sodium hydroxide solution (1.3 mL, 1.3 mmol) followed by water (1 mL) in a microwave vial. The mixture was subjected to microwave irradiation for 15 min at 140° C. The pH was adjusted to 5 with 2 M HCl. The solid product was collected by filtration, washed with diethyl ether, and dried to afford 0.11 g (89% yield) of the title compound:...